From a dataset of the Open Reaction Database (ORD), a public repository of structured organic reaction records. describe an organic reaction: reactants, conditions, products, and yield Reactants: O=C([O-])[O-], COCCOC, [K+], [K+], Cc1ccc(O)c(C=O)c1, Cc1ccc(S(=O)(=O)OCC2CO2)cc1. Yields the product Cc1ccc(OCC2CO2)c(C=O)c1. As a reaction SMILES: [C:26](=[O:27])([O-:28])[O-:29].[CH3:32][O:33][CH2:34][CH2:35][O:36][CH3:37].[K+:30].[K+:31].[OH:1][c:2]1[c:3]([CH:4]=[O:5])[cH:6][c:7]([CH3:10])[cH:8][cH:9]1.[c:11]1([CH3:12])[cH:13][cH:14][c:15]([S:16]([O:17][CH2:21][CH:22]2[CH2:23][O:24]2)(=[O:18])=[O:19])[cH:20][cH:25]1>>[O:1]([c:2]1[c:3]([CH:4]=[O:5])[cH:6][c:7]([CH3:10])[cH:8][cH:9]1)[CH2:21][CH:22]1[CH2:23][O:24]1. Reactants: CCC(CCC)=O (3-hexanone), C(#N)[BH3-].[Na+] (sodium cyanoborohydride), CCC(CCC)=O (3-hexanone), C(#N)[BH3-].[Na+] (sodium cyanoborohydride), CO (methanol), NC1=C(C=CC(=C1)C(=O)OC)N1C(CCC1(CO)CO)=O (1-(2-amino-4-methoxycarbonylphenyl)-5,5-bis-(hydroxymethyl)pyrrolidin-2-one), CCC(CCC)=O (3-hexanone), C(#N)[BH3-].[Na+] (sodium cyanoborohydride). Solvent: ClCCl (dichloromethane), C(C)(=O)O (acetic acid). Conditions: time 12 hour. Yields the product CCC(CCC)NC1=C(C=CC(=C1)C(=O)OC)N1C(CCC1(CO)CO)=O (1-[2-(3-hexylamino)-4-methoxycarbonylphenyl]-5,5-bis-(hydroxymethyl)pyrrolidin-2-one). Isolated yield 90.7%. Reaction SMILES: [NH2:1][C:2]1[CH:7]=[C:6]([C:8]([O:10][CH3:11])=[O:9])[CH:5]=[CH:4][C:3]=1[N:12]1[C:16]([CH2:19][OH:20])([CH2:17][OH:18])[CH2:15][CH2:14][C:13]1=[O:21].[CH3:22][CH2:23][C:24](=O)[CH2:25][CH2:26][CH3:27].C([BH3-])#N.[Na+].CO>ClCCl.C(O)(=O)C>[CH3:22][CH2:23][CH:24]([NH:1][C:2]1[CH:7]=[C:6]([C:8]([O:10][CH3:11])=[O:9])[CH:5]=[CH:4][C:3]=1[N:12]1[C:16]([CH2:17][OH:18])([CH2:19][OH:20])[CH2:15][CH2:14][C:13]1=[O:21])[CH2:25][CH2:26][CH3:27] |f:2.3|. Procedure details: A solution of 1-(2-amino-4-methoxycarbonylphenyl)-5,5-bis-(hydroxymethyl)pyrrolidin-2-one (0.15 g, 0.51 mmol) from Example 6 in 1 mL of dichloromethane and 0.5 mL of acetic acid was treated with 3-hexanone (0.3 g, 3 mmol) and sodium cyanoborohydride (0.1 g, 1.6 mmol). The resulting mixture was stirred at ambient temperature for 6 h after which time additional 3-hexanone (0.1 g, 1 mmol), sodium cyanoborohydride (0.05 g, 0.8 mmol) and methanol (0.5 mL) were added. Stirring was continued for 12 h. ... Reactants: [OH-].[K+] (KOH), [OH-].[K+] (KOH), t-Butyl n-(2-oxiranyl-methyl)carbamate, C(C)(=O)NC=1C(=C(C(=C(C(=O)NCC(CO)O)C1I)I)C(=O)NCC(CO)O)I (5-Acetylamino-N,N′-bis-(2,3-dihydroxy-propyl)-2,4,6-triiodo-isophthalamide), B(O)(O)O (boric acid), Cl (HCl). Solvent: O.CC(C)(C)O (Water tBuOH). The product is C(C)(=O)N(C=1C(=C(C(=C(C(=O)NCC(CO)O)C1I)I)C(=O)NCC(CO)O)I)CC(CN)O (5-[Acetyl-(3-amino-2-hydroxy-propyl)-amino]-N,N′-bis-(2,3-dihydroxy-propyl)-2,4,6-triiodo-isophthalamide). The yield is 19.0%. Reaction SMILES: [OH-:1].[K+].[C:3]([NH:6][C:7]1[C:8]([I:31])=[C:9]([C:23]([NH:25][CH2:26][CH:27]([OH:30])[CH2:28][OH:29])=[O:24])[C:10]([I:22])=[C:11]([C:20]=1[I:21])[C:12]([NH:14][CH2:15][CH:16]([OH:19])[CH2:17][OH:18])=[O:13])(=[O:5])[CH3:4].B(O)(O)O.Cl>O.CC(O)(C)C>[C:3]([N:6]([CH2:11][CH:20]([OH:1])[CH2:7][NH2:6])[C:7]1[C:20]([I:21])=[C:11]([C:12]([NH:14][CH2:15][CH:16]([OH:19])[CH2:17][OH:18])=[O:13])[C:10]([I:22])=[C:9]([C:8]=1[I:31])[C:23]([NH:25][CH2:26][CH:27]([OH:30])[CH2:28][OH:29])=[O:24])(=[O:5])[CH3:4] |f:0.1,5.6|. Procedure details: To a stirred solution of Water/tBuOH (2:1, 8 mL:10 mL) and KOH (0.73 g, 13 mmol, 1.2 eq was added at 40° C. 5-Acetylamino-N,N′-bis-(2,3-dihydroxy-propyl)-2,4,6-triiodo-isophthalamide (8.1 g, 11 mmol). To the clear solution was then added boric acid (0.47 g, 8 mmol, 0.7 eq). The mixture was cooled to room temperature and the pH adjusted to pH 12.6-13.0 with KOH. t-Butyl n-(2-oxiranyl-methyl)carbamate (0.996 g, 8 mmol, 0.7 eq) was added, and the pH was measured several times and adjusted to 12.6-1... Starting materials: Cl.N[C@H](C(=O)NC(C)(C)C)CC1=CC=C(C=C1)OCC1=CC=CC=C1 ((S)-2-Amino-3-(4-benzyloxy-phenyl)-N-tert-butyl-propionamide monohydrochloride), CC(CC=O)(C)C (3,3-dimethylbutyraldehyde), amine, C(=O)(O)[O-].[Na+] (NaHCO3), C(C)(=O)O[BH-](OC(C)=O)OC(C)=O.[Na+] (sodium triacetoxyborohydride), Cl (HCl). Solvent: C(Cl)Cl (CH2Cl2), hexanes, CCOC(=O)C (EtOAc), C(C)OCC (ethyl ether). Conditions: time 30 minute. The product is Cl.C(C1=CC=CC=C1)OC1=CC=C(C=C1)C[C@@H](C(=O)NC(C)(C)C)NCCC(C)(C)C ((S)-3-(4-Benzyloxy-phenyl)-N-tert-butyl-2-(3,3-dimethyl-butylamino)-propionamide monohydrochloride). Isolated yield 60.1%. RXN SMILES: [ClH:1].[NH2:2][C@@H:3]([CH2:11][C:12]1[CH:17]=[CH:16][C:15]([O:18][CH2:19][C:20]2[CH:25]=[CH:24][CH:23]=[CH:22][CH:21]=2)=[CH:14][CH:13]=1)[C:4]([NH:6][C:7]([CH3:10])([CH3:9])[CH3:8])=[O:5].[CH3:26][C:27]([CH3:32])([CH3:31])[CH2:28][CH:29]=O.C(O[BH-](OC(=O)C)OC(=O)C)(=O)C.[Na+].C([O-])(O)=O.[Na+].Cl>C(Cl)Cl.C(OCC)C.CCOC(C)=O>[ClH:1].[CH2:19]([O:18][C:15]1[CH:14]=[CH:13][C:12]([CH2:11][C@H:3]([NH:2][CH2:29][CH2:28][C:27]([CH3:32])([CH3:31])[CH3:26])[C:4]([NH:6][C:7]([CH3:8])([CH3:10])[CH3:9])=[O:5])=[CH:17][CH:16]=1)[C:20]1[CH:25]=[CH:24][CH:23]=[CH:22][CH:21]=1 |f:0.1,3.4,5.6,11.12|. Procedure details: (S)-2-Amino-3-(4-benzyloxy-phenyl)-N-tert-butyl-propionamide monohydrochloride (1.74 g, 4.80 mmol, Example 2, Step A) and 3,3-dimethylbutyraldehyde (0.48 g, 4.8 mmol, Aldrich, Milwaukee, Wis.) were mixed in CH2Cl2 (24 mL). After stirring at ambient temperature under a nitrogen atmosphere for 30 minutes, the solution was cooled to 0° C. in an ice-water bath. To this solution was added sodium triacetoxyborohydride (1.53 g, 7.20 mmol). The resulting reaction mixture was stirred for 30 minutes at 0°... Starting materials: CN1CCC2(CC1)COC1=C2C=C2CCNC2=C1 (1'-methyl-2,3,5,6-tetrahydrospiro[furo[3,2-f]indole-3,4'-piperidine]). The reagents and catalysts are [O-2].[O-2].[Mn+4] (manganese dioxide), [O-2].[O-2].[Mn+4] (manganese dioxide). Run in ClCCl (dichloromethane). Conditions: time 18 hour. Product: CN1CCC2(CC1)COC1=C2CC2=CC=NC2=C1.CN1CCC2(CC1)COC1=C2CC2=CC=NC2=C1 (2,3-Dihydro-1'-methylspiro[furo[3,2-f]indole-3,4'-piperidine] 2,3-Dihydro-1'-methylspiro[furo[3,2-f]indole-3,4'-piperidine]). Reaction SMILES: [CH3:1][N:2]1[CH2:7][CH2:6][C:5]2([C:11]3[CH:12]=[C:13]4[C:17](=[CH:18][C:10]=3[O:9][CH2:8]2)[NH:16][CH2:15][CH2:14]4)[CH2:4][CH2:3]1>ClCCl.[O-2].[O-2].[Mn+4]>[CH3:1][N:2]1[CH2:7][CH2:6][C:5]2([C:11]3[CH2:12][C:13]4[C:17](=[CH:18][C:10]=3[O:9][CH2:8]2)[N:16]=[CH:15][CH:14]=4)[CH2:4][CH2:3]1.[CH3:1][N:2]1[CH2:7][CH2:6][C:5]2([C:11]3[CH2:12][C:13]4[C:17](=[CH:18][C:10]=3[O:9][CH2:8]2)[N:16]=[CH:15][CH:14]=4)[CH2:4][CH2:3]1 |f:2.3.4,5.6|. Procedure: A stirred solution of 1'-methyl-2,3,5,6-tetrahydrospiro[furo[3,2-f]indole-3,4'-piperidine] (D67, 1.0 g, 4.1 mmole) in dichloromethane (70 ml) at room temp. under argon was treated with manganese dioxide (0.68 g, 8.2 mmole). The mixture was stirred for 18 hours, then additional manganese dioxide was added (0.30 g, 2.4 mnmole). The mixture was stirred for an additional 24 hours, then filtered through a pad of kieselguhr and the filtrate concentrated under vacuum. The two components present were se... The reactants are ClC1=NC=C(C=C1)C(C(=CN(C)C)C#N)=O (1-(2-chloropyridin-5-yl)-2-cyano-3-dimethylamino propen-1-one), [N+](=O)([O-])[O-].FC1=CC=C(C=C1)NC(=[NH2+])N (4-fluorophenylguanidinium nitrate), [OH-].[Na+] (sodium hydroxide). The product is ClC1=NC=C(C=C1)C1=NC(=NC=C1C#N)NC1=CC=C(C=C1)F (4-[2-Chloropyridin-5-yl]-5-cyano-N-(4-fluorophenyl)pyrimidine-2-amine). As a reaction SMILES: [Cl:1][C:2]1[CH:7]=[CH:6][C:5]([C:8](=O)[C:9]([C:14]#N)=[CH:10][N:11](C)C)=[CH:4][N:3]=1.[N+]([O-])([O-])=O.[F:21][C:22]1[CH:27]=[CH:26][C:25]([NH:28][C:29]([NH2:31])=[NH2+:30])=[CH:24][CH:23]=1.[OH-].[Na+]>>[Cl:1][C:2]1[CH:7]=[CH:6][C:5]([C:8]2[C:9]([C:10]#[N:11])=[CH:14][N:31]=[C:29]([NH:28][C:25]3[CH:24]=[CH:23][C:22]([F:21])=[CH:27][CH:26]=3)[N:30]=2)=[CH:4][N:3]=1 |f:1.2,3.4|. Procedure details: 4-[2-Chloropyridin-5-yl]-5-cyano-N-(4-fluorophenyl)pyrimidine-2-amine was prepared from 1-(2-chloropyridin-5-yl)-2-cyano-3-dimethylamino propen-1-one (8.0 g, 36 mmol), 4-fluorophenylguanidinium nitrate (8.23 g, 37.8 mmol) and sodium hydroxide (1.49 g, 37.8 mmol) as a yellow solid (7.23 g). δH (d6 DMSO) 10.66 (1H, bs), 9.00 (1H, s), 8.95 (1H, d, J 2.3 Hz), 8.38 (1H, dd, J 8.4,2.5 Hz), 7.80 (1H, d, J 8.4 Hz), 7.77-7.74 (2H, m) and 7.24-7.20 (2H, m). The reactants are C(C)(=O)C1(O)[C@H](OC(C)=O)[C@@H](OC(C)=O)[C@H]([C@H](O1)CCl)Cl (acetyl 2, 3-di-O-acetyl-4,6-dichloro-4,6-dideoxy-D-galactopyranose), C(C)(=O)C1(O)[C@H](OC(C)=O)[C@@H](OC(C)=O)[C@H]([C@H](O1)CCl)Cl (acetyl 2, 3-di-O-acetyl-4,6-dichloro-4,6-dideoxy-D-galactopyranose), C(C)(=O)O.NN (hydrazine acetate). Solvent: CN(C)C=O (DMF), ClCCl (dichloromethane). The product is C(C)(=O)O[C@H]1C(O)O[C@@H]([C@@H]([C@@H]1OC(C)=O)Cl)CCl (2,3-di-O-acetyl-4,6-dichloro-4,6-dideoxy-D-galactopyranose). Isolated yield 105.8%. RXN SMILES: C([C:4]1([O:18][C@H:17]([CH2:19][Cl:20])[C@H:16]([Cl:21])[C@H:11]([O:12][C:13](=[O:15])[CH3:14])[C@H:6]1[O:7][C:8](=[O:10])[CH3:9])[OH:5])(=O)C.C(O)(=O)C.NN>CN(C=O)C.ClCCl>[C:8]([O:7][C@@H:6]1[C@@H:11]([O:12][C:13](=[O:15])[CH3:14])[C@@H:16]([Cl:21])[C@@H:17]([CH2:19][Cl:20])[O:18][CH:4]1[OH:5])(=[O:10])[CH3:9] |f:1.2|. Procedure details: A solution of acetyl 2,3-di-O-acetyl-4,6-dichloro-4,6-dideoxy-D-galactopyranose (compound 82) (2.24 g, 6.5 mmol) and hydrazine acetate (903 mg) in DMF (22 mL) was stirred for 2 hours at room temperature. The reaction mixture was then diluted with dichloromethane (250 mL) and washed 4 times with water (4×250 mL), dried over anhydrous sodium sulfate and evaporated. Flash chromatography using hexane-ethyl acetate (1:1) as an eluent gave 2,3-di-O-acetyl-4,6-dichloro-4,6-dideoxy-D-galactopyranose (~6... The reactants are CC(N)c1ccccc1, CN1CCCC1=O, CO, CS(=O)(=O)c1nccc(-c2c(Cc3ccccc3Cl)c(=O)n3n2CCC3)n1. Product: CC(Nc1nccc(-c2c(Cc3ccccc3Cl)c(=O)n3n2CCC3)n1)c1ccccc1. Reaction SMILES: [CH3:28][CH:29]([c:30]1[cH:31][cH:32][cH:33][cH:34][cH:35]1)[NH2:36].[CH3:37][N:38]1[CH2:39][CH2:40][CH2:41][C:42]1=[O:43].[CH3:44][OH:45].[Cl:1][c:2]1[c:3]([CH2:4][c:5]2[c:6](-[c:14]3[n:15][c:16]([S:20]([CH3:21])(=[O:22])=[O:23])[n:17][cH:18][cH:19]3)[n:7]3[n:8]([c:12]2=[O:13])[CH2:9][CH2:10][CH2:11]3)[cH:24][cH:25][cH:26][cH:27]1>>[Cl:1][c:2]1[c:3]([CH2:4][c:5]2[c:6](-[c:14]3[n:15][c:16]([NH:36][CH:29]([CH3:28])[c:30]4[cH:31][cH:32][cH:33][cH:34][cH:35]4)[n:17][cH:18][cH:19]3)[n:7]3[n:8]([c:12]2=[O:13])[CH2:9][CH2:10][CH2:11]3)[cH:24][cH:25][cH:26][cH:27]1.